describe an organic reaction: reactants, conditions, products, and yield From a dataset of the Open Reaction Database (ORD), a public repository of structured organic reaction records. Starting materials: CC(=O)O, O=C1CCC(=O)N1I, O=[N+]([O-])c1cccc2cccnc12. Product: O=[N+]([O-])c1cccc2cc(I)cnc12. RXN SMILES: [CH3:22][C:23](=[O:24])[OH:25].[I:14][N:15]1[C:16](=[O:17])[CH2:18][CH2:19][C:20]1=[O:21].[N+:1](=[O:2])([O-:3])[c:4]1[cH:5][cH:6][cH:7][c:8]2[cH:9][cH:10][cH:11][n:12][c:13]12>>[N+:1](=[O:2])([O-:3])[c:4]1[cH:5][cH:6][cH:7][c:8]2[cH:9][c:10]([I:14])[cH:11][n:12][c:13]12. The reactants are C(C1=CC=CC=C1)OC[C@@H](OCC1=CC=C(C=C1)C#N)[C@@H](O)[C@H](O)[C@H](OCC1=CC=C(C=C1)C#N)COCC1=CC=CC=C1 (1,6-di-O-benzyl-2,5-di-O-(4-cyanobenzyl)-D-mannitol), [H-].[Al+3].[Li+].[H-].[H-].[H-] (lithium aluminum hydride), [OH-].[Na+] (sodium hydroxide). The solvent is C1CCOC1 (THF). Conditions: time 5 hour. Yields the product C(C1=CC=CC=C1)OC[C@@H](OCC1=CC=C(C=C1)CN)[C@@H](O)[C@H](O)[C@H](OCC1=CC=C(C=C1)CN)COCC1=CC=CC=C1 (1,6-di-O-benzyl-2,5-di-O-(4-aminomethylbenzyl)-D-mannitol). Yield: 37.0%. RXN SMILES: [CH2:1]([O:8][CH2:9][C@H:10]([C@H:21]([C@@H:23]([C@@H:25]([CH2:36][O:37][CH2:38][C:39]1[CH:44]=[CH:43][CH:42]=[CH:41][CH:40]=1)[O:26][CH2:27][C:28]1[CH:33]=[CH:32][C:31]([C:34]#[N:35])=[CH:30][CH:29]=1)[OH:24])[OH:22])[O:11][CH2:12][C:13]1[CH:18]=[CH:17][C:16]([C:19]#[N:20])=[CH:15][CH:14]=1)[C:2]1[CH:7]=[CH:6][CH:5]=[CH:4][CH:3]=1.[H-].[Al+3].[Li+].[H-].[H-].[H-].[OH-].[Na+]>C1COCC1>[CH2:38]([O:37][CH2:36][C@H:25]([C@H:23]([C@@H:21]([C@@H:10]([CH2:9][O:8][CH2:1][C:2]1[CH:7]=[CH:6][CH:5]=[CH:4][CH:3]=1)[O:11][CH2:12][C:13]1[CH:18]=[CH:17][C:16]([CH2:19][NH2:20])=[CH:15][CH:14]=1)[OH:22])[OH:24])[O:26][CH2:27][C:28]1[CH:33]=[CH:32][C:31]([CH2:34][NH2:35])=[CH:30][CH:29]=1)[C:39]1[CH:40]=[CH:41][CH:42]=[CH:43][CH:44]=1 |f:1.2.3.4.5.6,7.8|. Procedure: A stirred solution of 1,6-di-O-benzyl-2,5-di-O-(4-cyanobenzyl)-D-mannitol (100 mg, 0.17 mmol) (prepared in example 4) and lithium aluminum hydride (32 mg, 0.85 mmol) was heated at reflux for 3 h in THF. After cooling at room temperature, the reaction was treated with 2N sodium hydroxide and stirring was continued for a period of 5 h. The mixture was extracted with EtOAc and the extract was dried over magnesium sulfate and concentrated in vacuo. After purification by flash chrlomatography eluting... Reactants: Br, CC(=O)O, CCC(=O)c1ccc2cc(OC)ccc2c1. Yields the product CCC(=O)c1ccc2cc(O)ccc2c1. As a reaction SMILES: [BrH:17].[CH3:18][C:19](=[O:20])[OH:21].[CH3:1][O:2][c:3]1[cH:4][c:5]2[cH:6][cH:7][c:8]([C:13]([CH2:14][CH3:15])=[O:16])[cH:9][c:10]2[cH:11][cH:12]1>>[OH:2][c:3]1[cH:4][c:5]2[cH:6][cH:7][c:8]([C:13]([CH2:14][CH3:15])=[O:16])[cH:9][c:10]2[cH:11][cH:12]1. The reactants are C=CCOC(=O)c1ccc2cc([N+](=O)[O-])ccc2n1, CO. The product is C=CCOC(=O)c1ccc2cc(N)ccc2n1. RXN SMILES: [CH2:1]([CH:2]=[CH2:3])[O:4][C:5](=[O:6])[c:7]1[n:8][c:9]2[cH:10][cH:11][c:12]([N+:17]([O-:18])=[O:19])[cH:13][c:14]2[cH:15][cH:16]1.[CH3:20][OH:21]>>[CH2:1]([CH:2]=[CH2:3])[O:4][C:5](=[O:6])[c:7]1[n:8][c:9]2[cH:10][cH:11][c:12]([NH2:17])[cH:13][c:14]2[cH:15][cH:16]1.